This data is from the Open Reaction Database (ORD), a public repository of structured organic reaction records. The task is: describe an organic reaction: reactants, conditions, products, and yield As a reaction SMILES: [C:1]([CH3:2])(=[O:3])[NH:4][C:5]([C:6](=[O:7])[OH:8])=[CH:9][CH2:10][PH:11](=[O:12])[CH2:13][OH:14].[CH3:17][OH:18].[H:15][H:16]>>[C:1]([CH3:2])(=[O:3])[NH:4][CH:5]([C:6](=[O:7])[OH:8])[CH2:9][CH2:10][PH:11](=[O:12])[CH2:13][OH:14]. Reactants: CC(=O)NC(=CC[PH](=O)CO)C(=O)O, CO, [H][H]. Product: CC(=O)NC(CC[PH](=O)CO)C(=O)O. Starting materials: Cn1nc(-c2ccccc2)c(Br)c1-c1ccccc1, Sc1ccccc1, c1ccc2ncccc2c1, c1ccncc1. Product: Cn1nc(-c2ccccc2)c(Sc2ccccc2)c1-c1ccccc1. RXN SMILES: [Br:1][c:2]1[c:3](-[c:14]2[cH:15][cH:16][cH:17][cH:18][cH:19]2)[n:4][n:5]([CH3:13])[c:6]1-[c:7]1[cH:8][cH:9][cH:10][cH:11][cH:12]1.[SH:20][c:21]1[cH:22][cH:23][cH:24][cH:25][cH:26]1.[cH:27]1[cH:28][c:29]2[c:30]([n:31][cH:32][cH:33][cH:34]2)[cH:35][cH:36]1.[cH:37]1[cH:38][cH:39][n:40][cH:41][cH:42]1>>[c:2]1([S:20][c:21]2[cH:22][cH:23][cH:24][cH:25][cH:26]2)[c:3](-[c:14]2[cH:15][cH:16][cH:17][cH:18][cH:19]2)[n:4][n:5]([CH3:13])[c:6]1-[c:7]1[cH:8][cH:9][cH:10][cH:11][cH:12]1. Procedure: A solution of isopropylmagnesium chloride (2.0 M in THF, 59.1 mL, 118 mmol) was added dropwise via addition funnel to a mixture of Example 1A (5.47 g, 26.3 mmol) and N,O-dimethylhydroxylamine hydrochloride (5.12 g, 52.5 mmol) in THF (100 mL) at 0° C. Upon complete addition, the reaction was allowed to proceed 2 hr at 0° C. The reaction was quenched by slow addition of saturated aq NH4Cl solution (70 mL). The mixture was stirred 60 min, then partitioned between EtOAc (50 mL) and H2O (100 mL). The... Yield: 86.3%. Reactants: C(C)(C)[Mg]Cl (isopropylmagnesium chloride), FC1=CC=C(C=C1)/C=C(/C(=O)OCC)\C ((E)-ethyl 3-(4-fluorophenyl)-2-methylacrylate), Cl.CNOC (N,O-dimethylhydroxylamine hydrochloride). Solvent: C1CCOC1 (THF). Reaction conditions: time 2 hour. Reaction SMILES: C([Mg]Cl)(C)C.[F:6][C:7]1[CH:12]=[CH:11][C:10](/[CH:13]=[C:14](\[CH3:20])/[C:15](OCC)=[O:16])=[CH:9][CH:8]=1.Cl.[CH3:22][NH:23][O:24][CH3:25]>C1COCC1>[F:6][C:7]1[CH:8]=[CH:9][C:10](/[CH:13]=[C:14](\[CH3:20])/[C:15]([N:23]([O:24][CH3:25])[CH3:22])=[O:16])=[CH:11][CH:12]=1 |f:2.3|. Yields the product FC1=CC=C(C=C1)/C=C(/C(=O)N(C)OC)\C ((E)-3-(4-fluorophenyl)-N-methoxy-N,2-dimethylacrylamide).